This data is from the Open Reaction Database (ORD), a public repository of structured organic reaction records. The task is: describe an organic reaction: reactants, conditions, products, and yield The reactants are CO, Cc1ccccc1[N+](=O)[O-], [K+], [OH-], O. Product: O=C(O)c1ccccc1[N+](=O)[O-]. As a reaction SMILES: [CH3:14][OH:15].[CH3:3][c:4]1[cH:5][cH:6][cH:7][cH:8][c:9]1[N+:10]([O-:11])=[O:12].[K+:2].[OH-:1].[OH2:13]>>[O:1]=[C:3]([c:4]1[cH:5][cH:6][cH:7][cH:8][c:9]1[N+:10]([O-:11])=[O:12])[OH:13]. Reactants: O=C([O-])O, CCO, ClC(Cl)Cl, Cl, [Na+], [Na+], [OH-], COc1ccccc1-c1nn(COC(=O)C(C)(C)C)c2ncc(-c3cccc(C(O)c4ccccn4)c3)cc12. Yields the product COc1ccccc1-c1n[nH]c2ncc(-c3cccc(C(O)c4ccccn4)c3)cc12. Reaction SMILES: [C:43](=[O:44])([OH:45])[O-:46].[CH3:48][CH2:49][OH:50].[CH:51]([Cl:52])([Cl:53])[Cl:54].[ClH:42].[Na+:41].[Na+:47].[OH-:40].[OH:1][CH:2]([c:3]1[cH:4][c:5](-[c:9]2[cH:10][c:11]3[c:12]([n:13][cH:14]2)[n:15]([CH2:26][O:27][C:28](=[O:29])[C:30]([CH3:31])([CH3:32])[CH3:33])[n:16][c:17]3-[c:18]2[c:19]([O:24][CH3:25])[cH:20][cH:21][cH:22][cH:23]2)[cH:6][cH:7][cH:8]1)[c:34]1[n:35][cH:36][cH:37][cH:38][cH:39]1>>[OH:1][CH:2]([c:3]1[cH:4][c:5](-[c:9]2[cH:10][c:11]3[c:12]([n:13][cH:14]2)[nH:15][n:16][c:17]3-[c:18]2[c:19]([O:24][CH3:25])[cH:20][cH:21][cH:22][cH:23]2)[cH:6][cH:7][cH:8]1)[c:34]1[n:35][cH:36][cH:37][cH:38][cH:39]1. The reactants are C(C1=CC=CC=C1)(=O)C1=C(C=C(C(=O)O)C=C1[N+](=O)[O-])OCCCC (4-benzoyl-3-n-butoxy-5-nitrobenzoic acid), C(C1=CC=CC=C1)(=O)C1=C(C=C(C(=O)O)C=C1[N+](=O)[O-])OCC1=CC=CC=C1 (4-benzoyl-3-benzyloxy-5-nitrobenzoic acid). Product: NC=1C(=C(C=C(C(=O)O)C1)OCC1=CC=CC=C1)C(C1=CC=CC=C1)=O (5-amino-4-benzoyl-3-benzyloxybenzoic acid). As a reaction SMILES: C(C1C([N+]([O-])=O)=CC(C(O)=O)=CC=1OCCCC)(=O)C1C=CC=CC=1.[C:26]([C:34]1[C:42]([N+:43]([O-])=O)=[CH:41][C:37]([C:38]([OH:40])=[O:39])=[CH:36][C:35]=1[O:46][CH2:47][C:48]1[CH:53]=[CH:52][CH:51]=[CH:50][CH:49]=1)(=[O:33])[C:27]1[CH:32]=[CH:31][CH:30]=[CH:29][CH:28]=1>>[NH2:43][C:42]1[C:34]([C:26](=[O:33])[C:27]2[CH:32]=[CH:31][CH:30]=[CH:29][CH:28]=2)=[C:35]([O:46][CH2:47][C:48]2[CH:53]=[CH:52][CH:51]=[CH:50][CH:49]=2)[CH:36]=[C:37]([CH:41]=1)[C:38]([OH:40])=[O:39]. Procedure: By replacing in Example 1, step C, 4-benzoyl-3-n-butoxy-5-nitrobenzoic acid with 4-benzoyl-3-benzyloxy-5-nitrobenzoic acid, and following the procedure described, 5-amino-4-benzoyl-3-benzyloxybenzoic acid is obtained with a melting point of 216.5°-217.5° C. Reactants: CC(C)(C)OC(=O)c1ccc(Oc2ccccc2)cc1NC(=O)c1cccc(C#N)c1, ClCCl, O=C(O)C(F)(F)F. Product: N#Cc1cccc(C(=O)Nc2cc(Oc3ccccc3)ccc2C(=O)O)c1. RXN SMILES: [C:8](#[N:9])[c:10]1[cH:11][c:12]([C:13](=[O:14])[NH:15][c:16]2[c:17]([C:18](=[O:19])[O:20][C:21]([CH3:22])([CH3:23])[CH3:24])[cH:25][cH:26][c:27]([O:29][c:30]3[cH:31][cH:32][cH:33][cH:34][cH:35]3)[cH:28]2)[cH:36][cH:37][cH:38]1.[CH2:39]([Cl:40])[Cl:41].[OH:1][C:2]([C:3]([F:4])([F:5])[F:6])=[O:7]>>[C:8](#[N:9])[c:10]1[cH:11][c:12]([C:13](=[O:14])[NH:15][c:16]2[c:17]([C:18](=[O:19])[OH:20])[cH:25][cH:26][c:27]([O:29][c:30]3[cH:31][cH:32][cH:33][cH:34][cH:35]3)[cH:28]2)[cH:36][cH:37][cH:38]1. The reactants are CC(=C)C=C(C)C (2,4-dimethyl-1,3-pentadiene), O.[Ru](Cl)(Cl)Cl (ruthenium trichloride hydrate), CC1=CC(=CC1)C (1,3-dimethylcyclopentadiene). The solvent is CO (methanol). Reaction conditions: temperature 25 celsius, time 2 hour. The product is CC1(C=C(C=C1)C)[Ru]C=C(C=C(C)C)C ((1,3-dimethylcyclopentadienyl)(2,4-dimethylpentadienyl)ruthenium). Reaction SMILES: [CH3:1][C:2]([CH:4]=[C:5]([CH3:7])[CH3:6])=[CH2:3].O.[Ru:9](Cl)(Cl)Cl.[CH3:13][C:14]1[CH2:18][CH:17]=[C:16]([CH3:19])[CH:15]=1>CO>[CH3:3][C:2]1([Ru:9][CH:17]=[C:16]([CH3:19])[CH:15]=[C:14]([CH3:13])[CH3:18])[CH:1]=[CH:6][C:5]([CH3:7])=[CH:4]1 |f:1.2|. Procedure details: A dry 1 liter 3-neck round-bottom flask was charged with a magnetic stir bar and equipped with three septa. A nitrogen purge was introduced through a needle with output, also via a needle, to an oil bubbler. A thermocouple lead was placed through a side neck septa. Excess zinc (150 grams, ‘dust’ was found more conducive to stirring) was added to the flask. By syringe, 2,4-dimethyl-1,3-pentadiene (25 grams, 0.26 mol) was added to the flask. By cannula, ruthenium trichloride hydrate (6.0 grams, 0.... Starting materials: BrC1=CC=C(C=C1)C1=CC2=C(N(C3=CC=C(C=C23)C=2NN=CC2)C)N(C1=O)C (3-(4-bromophenyl)-1,9-dimethyl-6-(2H-pyrazol-3-yl)-1,9-dihydropyrido[2,3-b]indol-2-one), ICC (iodoethane). The product is BrC1=CC=C(C=C1)C1=CC2=C(N(C3=CC=C(C=C23)C2=NN(C=C2)CC)C)N(C1=O)C (3-(4-Bromophenyl)-6-(1-ethyl-1H-pyrazol-3-yl)-1,9-dimethyl-1,9-dihydropyrido[2,3-b]indol-2-one). RXN SMILES: [Br:1][C:2]1[CH:7]=[CH:6][C:5]([C:8]2[C:26](=[O:27])[N:25]([CH3:28])[C:11]3[N:12]([CH3:24])[C:13]4[C:18]([C:10]=3[CH:9]=2)=[CH:17][C:16]([C:19]2[NH:20][N:21]=[CH:22][CH:23]=2)=[CH:15][CH:14]=4)=[CH:4][CH:3]=1.I[CH2:30][CH3:31]>>[Br:1][C:2]1[CH:7]=[CH:6][C:5]([C:8]2[C:26](=[O:27])[N:25]([CH3:28])[C:11]3[N:12]([CH3:24])[C:13]4[C:18]([C:10]=3[CH:9]=2)=[CH:17][C:16]([C:19]2[CH:23]=[CH:22][N:21]([CH2:30][CH3:31])[N:20]=2)=[CH:15][CH:14]=4)=[CH:4][CH:3]=1. Procedure details: The process is carried out as indicated in Example 36 above, using 3-(4-bromophenyl)-1,9-dimethyl-6-(2H-pyrazol-3-yl)-1,9-dihydropyrido[2,3-b]indol-2-one from Example 60 above and iodoethane. The reactants are C1CCOC1, CCO, O=C(O)C(F)(F)F, CS(=O)(=O)N1CCC(Nc2n[nH]c3c2nc(-c2c(F)cccc2F)c2cc(C#N)ccc23)CC1, [K+], [Na+], [OH-], O=P([O-])(O)O. Product: CS(=O)(=O)N1CCC(Nc2n[nH]c3c2nc(-c2c(F)cccc2F)c2cc(C(N)=O)ccc23)CC1. RXN SMILES: [CH2:53]1[O:54][CH2:55][CH2:56][CH2:57]1.[CH3:42][CH2:43][OH:44].[F:1][C:2]([F:3])([F:5])[C:6](=[O:4])[OH:7].[F:8][c:9]1[c:10](-[c:16]2[n:17][c:18]3[c:19]([c:20]4[cH:21][cH:22][c:23]([C:26]#[N:27])[cH:24][c:25]24)[nH:28][n:29][c:30]3[NH:31][CH:32]2[CH2:33][CH2:34][N:35]([S:38](=[O:39])(=[O:40])[CH3:41])[CH2:36][CH2:37]2)[c:11]([F:15])[cH:12][cH:13][cH:14]1.[K+:47].[Na+:46].[OH-:45].[OH:48][P:49](=[O:50])([O-:51])[OH:52]>>[O:4]=[C:26]([c:23]1[cH:22][cH:21][c:20]2[c:19]3[c:18]([n:17][c:16](-[c:10]4[c:9]([F:8])[cH:14][cH:13][cH:12][c:11]4[F:15])[c:25]2[cH:24]1)[c:30]([NH:31][CH:32]1[CH2:33][CH2:34][N:35]([S:38](=[O:39])(=[O:40])[CH3:41])[CH2:36][CH2:37]1)[n:29][nH:28]3)[NH2:27]. Reactants: ( k ), C(C)(C)(C)OC(=O)N1C[C@@H]([C@H]([C@@H](C1)OC[C@@H]1OC1)C1=CC=C(C=C1)OCCCOC1=C(C=CC=C1)[N+](=O)[O-])OCC1=CC2=CC=CC=C2C(=C1)OC ((3R,4R,5S)-3-(4-methoxy-naphthalen-2-ylmethoxy)-4-[4-[3-(2-nitro-phenoxy)-propoxy]-phenyl]-5-[(2R)-oxiranylmethoxy]-piperidine-1-carboxylic acid tert-butyl ester), N1C=NC=C1 (imidazol), [H-].[Na+] (sodium hydride). Run in CN(C=O)C (N,N-dimethylformamide). Product: C(C)(C)(C)OC(=O)N1C[C@H]([C@@H]([C@H](C1)OCC1=CC2=CC=CC=C2C(=C1)OC)C1=CC=C(C=C1)OCCCOC1=C(C=CC=C1)[N+](=O)[O-])OC[C@@H](CN1C=NC=C1)O ((3S,4R,5R)-3-[(2R)-2-hydroxy-3-imidazol-1-yl-propoxy)-5-(4-methoxy-naphthalen-2-ylmethoxy)-4-[4-[3-(2-nitro-phenoxy)-propoxy]-phenyl]-piperidine-1-carboxylic acid tert-butyl ester). As a reaction SMILES: [C:1]([O:5][C:6]([N:8]1[CH2:13][C@@H:12]([O:14][CH2:15][C@H:16]2[CH2:18][O:17]2)[C@H:11]([C:19]2[CH:24]=[CH:23][C:22]([O:25][CH2:26][CH2:27][CH2:28][O:29][C:30]3[CH:35]=[CH:34][CH:33]=[CH:32][C:31]=3[N+:36]([O-:38])=[O:37])=[CH:21][CH:20]=2)[C@@H:10]([O:39][CH2:40][C:41]2[CH:50]=[C:49]([O:51][CH3:52])[C:48]3[C:43](=[CH:44][CH:45]=[CH:46][CH:47]=3)[CH:42]=2)[CH2:9]1)=[O:7])([CH3:4])([CH3:3])[CH3:2].[NH:53]1[CH:57]=[CH:56][N:55]=[CH:54]1.[H-].[Na+]>CN(C)C=O>[C:1]([O:5][C:6]([N:8]1[CH2:9][C@H:10]([O:39][CH2:40][C:41]2[CH:50]=[C:49]([O:51][CH3:52])[C:48]3[C:43](=[CH:44][CH:45]=[CH:46][CH:47]=3)[CH:42]=2)[C@@H:11]([C:19]2[CH:24]=[CH:23][C:22]([O:25][CH2:26][CH2:27][CH2:28][O:29][C:30]3[CH:35]=[CH:34][CH:33]=[CH:32][C:31]=3[N+:36]([O-:38])=[O:37])=[CH:21][CH:20]=2)[C@H:12]([O:14][CH2:15][C@H:16]([OH:17])[CH2:18][N:53]2[CH:57]=[CH:56][N:55]=[CH:54]2)[CH2:13]1)=[O:7])([CH3:2])([CH3:4])[CH3:3] |f:2.3|. Procedure details: In analogy to the procedure described in example 1) (k) the (3R,4R,5S)-3-(4-methoxy-naphthalen-2-ylmethoxy)-4-[4-[3-(2-nitro-phenoxy)-propoxy]-phenyl]-5-[(2R)-oxiranylmethoxy]-piperidine-1-carboxylic acid tert-butyl ester was treated with imidazol and sodium hydride in N,N-dimethylformamide to yield the (3S,4R,5R)-3-[(2R)-2-hydroxy-3-imidazol-1-yl-propoxy)-5-(4-methoxy-naphthalen-2-ylmethoxy)-4-[4-[3-(2-nitro-phenoxy)-propoxy]-phenyl]-piperidine-1-carboxylic acid tert-butyl ester as colorless oi... The reactants are ClC1=NC=NC(=C1N)Cl (4,6-dichloro-5-pyrimidinamine), N1(C=CC2=CC=CC=C12)N (1H-indol-1-amine), O (water). Solvent: CN1C(CCC1)=O (N-methyl-2-pyrrolidone). Yields the product ClC1=C(C(=NC=N1)NN1C=CC2=CC=CC=C12)N (6Chloro-N4 -(1H-indol-1-yl)-4,5-pyrimidinediamine). Isolated yield 78.9%. Reaction SMILES: Cl[C:2]1[C:7]([NH2:8])=[C:6]([Cl:9])[N:5]=[CH:4][N:3]=1.[N:10]1([NH2:19])[C:18]2[C:13](=[CH:14][CH:15]=[CH:16][CH:17]=2)[CH:12]=[CH:11]1.O>CN1CCCC1=O>[Cl:9][C:6]1[N:5]=[CH:4][N:3]=[C:2]([NH:19][N:10]2[C:18]3[C:13](=[CH:14][CH:15]=[CH:16][CH:17]=3)[CH:12]=[CH:11]2)[C:7]=1[NH2:8]. Procedure details: A solution of 8 g of 4,6-dichloro-5-pyrimidinamine, and 7 g of 1H-indol-1-amine, in 100 ml N-methyl-2-pyrrolidone was stirred at 130°-135° for seven hours, then cooled, stirred with water and extracted with ether. The organic extract was washed with water and saturated sodium chloride, dried (anhy. MgSO4), filtered and evaporated to 16 g of a residue. This was purified by flash chromatography (silica, 5% ethyl acetate/DCM) to give 10 g solid. This was combined with product obtained from other co...